From a dataset of the Open Reaction Database (ORD), a public repository of structured organic reaction records. describe an organic reaction: reactants, conditions, products, and yield Starting materials: C1(=CC=CC=C1)C=1N=C(NC1)C1CCNCC1 (4-(4-phenyl-1H-imidazol-2-yl)piperidine), Cl (hydrochloric acid). Run in C(Cl)Cl (methylene chloride). Reaction conditions: time 45 minute. Yields the product Cl.C1(=CC=CC=C1)C=1N=C(NC1)C1CCNCC1 (4-(4-phenyl-1H-imidazol-2-yl)piperidine hydrochloride). The yield is 99.0%. RXN SMILES: [C:1]1([C:7]2[N:8]=[C:9]([CH:12]3[CH2:17][CH2:16][NH:15][CH2:14][CH2:13]3)[NH:10][CH:11]=2)[CH:6]=[CH:5][CH:4]=[CH:3][CH:2]=1.[ClH:18]>C(Cl)Cl>[ClH:18].[C:1]1([C:7]2[N:8]=[C:9]([CH:12]3[CH2:17][CH2:16][NH:15][CH2:14][CH2:13]3)[NH:10][CH:11]=2)[CH:2]=[CH:3][CH:4]=[CH:5][CH:6]=1 |f:3.4|. Reported procedure: Microwave heat a mixture of tert-butyl 4-(2-oxo-2-phenylethylcarbamoyl)-piperidine-1-carboxylate (1.0 g, 2.88 mmol) and NH4Cl (0.462 g, 8.65 mmol) in ethanol (12 mL) at 300 W, 160° C., and 14 bar for 11 h in a Personal Chemistry microwave. Cool the mixture to room temperature, add silica gel (5 mL), and concentrate the mixture in vacuo. Purify the residue by silica gel chromatography (80 g RediSep column, elute with a gradient of 0% through 100% CMA/methylene chloride over 60 min, 60 mL/min) to ...